This data is from the Open Reaction Database (ORD), a public repository of structured organic reaction records. The task is: describe an organic reaction: reactants, conditions, products, and yield Procedure details: A stirred solution of 7-bromoindole (390 mg, 2.0 mmol), t-butyl-4-oxo-1-piperidinecarboxylate (438 mg, 2.2 mmol), and pyrrolidine (0.42 mL, 5.0 mmol) in ethanol (10 mL) was heated at reflux for 16 hours. Solvent was evaporated and the residue subjected to chromatography on silica gel with 20% ethyl acetate/hexanes to afford a yellow solid (215 mg, 29%). Product: C(C)(C)(C)OC(=O)N1CCC(=CC1)C1=CNC2=C(C=CC=C12)Br (3-[1-(t-butoxycarbonyl)-1,2,3,6-tetrahydro-4-pyridinyl]-7-bromoindole). The reactants are BrC=1C=CC=C2C=CNC12 (7-bromoindole), C(C)(C)(C)OC(=O)N1CCC(CC1)=O (t-butyl-4-oxo-1-piperidinecarboxylate), N1CCCC1 (pyrrolidine). Solvent: C(C)O (ethanol). Yield: 28.5%. As a reaction SMILES: [Br:1][C:2]1[CH:3]=[CH:4][CH:5]=[C:6]2[C:10]=1[NH:9][CH:8]=[CH:7]2.[C:11]([O:15][C:16]([N:18]1[CH2:23][CH2:22][C:21](=O)[CH2:20][CH2:19]1)=[O:17])([CH3:14])([CH3:13])[CH3:12].N1CCCC1>C(O)C>[C:11]([O:15][C:16]([N:18]1[CH2:19][CH:20]=[C:21]([C:7]2[C:6]3[C:10](=[C:2]([Br:1])[CH:3]=[CH:4][CH:5]=3)[NH:9][CH:8]=2)[CH2:22][CH2:23]1)=[O:17])([CH3:14])([CH3:12])[CH3:13]. Reactants: [Cl-].[Na+] (sodium chloride), COC(=O)C=1C=CC2=C(SC(=C2C(C2=CC=C(C=C2)OCCN2CCCCC2)=O)C2=CC=C(C=C2)O)C1 (2-(4-hydroxyphenyl)-3-[4-[2-(1-piperidinyl)ethoxy]benzoyl]benzo[b]thiophene-6-carboxylic acid methyl ester), Cl.ClCCN1CCCC1 (1-(2-chloroethyl)pyrrolidine hydrochloride), C([O-])([O-])=O.[Cs+].[Cs+] (cesium carbonate). The solvent is C1CCOC1 (THF), O (water), CN(C)C=O (DMF). Conditions: temperature 60 celsius. The product is COC(=O)C=1C=CC2=C(SC(=C2C(C2=CC=C(C=C2)OCCN2CCCCC2)=O)C2=CC=C(C=C2)OCCN2CCCC2)C1 (3-[4-[2-(1-Piperidinyl)ethoxy]benzoyl]-2-[4-[2-(1-pyrrolidinyl)ethoxy]phenyl]benzo[b]thiophene-6-carboxylic Acid Methyl Ester). Isolated yield 75.9%. As a reaction SMILES: [CH3:1][O:2][C:3]([C:5]1[CH:6]=[CH:7][C:8]2[C:12]([C:13](=[O:29])[C:14]3[CH:19]=[CH:18][C:17]([O:20][CH2:21][CH2:22][N:23]4[CH2:28][CH2:27][CH2:26][CH2:25][CH2:24]4)=[CH:16][CH:15]=3)=[C:11]([C:30]3[CH:35]=[CH:34][C:33]([OH:36])=[CH:32][CH:31]=3)[S:10][C:9]=2[CH:37]=1)=[O:4].Cl.Cl[CH2:40][CH2:41][N:42]1[CH2:46][CH2:45][CH2:44][CH2:43]1.C(=O)([O-])[O-].[Cs+].[Cs+].[Cl-].[Na+]>CN(C=O)C.C1COCC1.O>[CH3:1][O:2][C:3]([C:5]1[CH:6]=[CH:7][C:8]2[C:12]([C:13](=[O:29])[C:14]3[CH:15]=[CH:16][C:17]([O:20][CH2:21][CH2:22][N:23]4[CH2:24][CH2:25][CH2:26][CH2:27][CH2:28]4)=[CH:18][CH:19]=3)=[C:11]([C:30]3[CH:31]=[CH:32][C:33]([O:36][CH2:40][CH2:41][N:42]4[CH2:46][CH2:45][CH2:44][CH2:43]4)=[CH:34][CH:35]=3)[S:10][C:9]=2[CH:37]=1)=[O:4] |f:1.2,3.4.5,6.7|. Procedure details: To a solution of 1.5 g (2.9 mmol) of 2-(4-hydroxyphenyl)-3-[4-[2-(1-piperidinyl)ethoxy]benzoyl]benzo[b]thiophene-6-carboxylic acid methyl ester (Part C) and 544 mg (3.2 mmol) of 1-(2-chloroethyl)pyrrolidine hydrochloride in 20 mL of anhydrous DMF was added 2.37 g (7.3 mmol) of cesium carbonate at room temperature under a nitrogen atmosphere. The reaction mixture was heated at 60° C. for 4 h and then cooled to room temperature and diluted with 125 mL of THF and 75 mL of water. The aqueous layer w... Starting materials: C=1C=CN2C1CNC1=C(C2)C=CC=C1 (10,11-dihydro-5H-pyrrolo[2,1-c][1,4]benzodiazepine), C(C)(C)N(CC)C(C)C (diisopropylethylamine), CN1N=CC(=C1)C1=CC=C(C=N1)C(=O)Cl (6-(1-methyl-1H-pyrazol-4-yl)pyridine-3-carbonyl chloride). The solvent is ClCCl (dichloromethane), ClCCl (dichloromethane). Reaction conditions: time 18 hour. Yields the product CN1N=CC(=C1)C1=CC=C(C=N1)C(=O)N1CC=2N(CC3=C1C=CC=C3)C=CC2 ([6-(1-Methyl-1H-pyrazol-4-yl)-pyridin-3-yl]-(5H,11H-pyrrolo[2,1-c][1,4]-benzodiazepin-10-yl)-methanone). Reaction SMILES: [CH:1]1[CH:2]=[CH:3][N:4]2[CH2:10][C:9]3[CH:11]=[CH:12][CH:13]=[CH:14][C:8]=3[NH:7][CH2:6][C:5]=12.C(N(C(C)C)CC)(C)C.[CH3:24][N:25]1[CH:29]=[C:28]([C:30]2[N:35]=[CH:34][C:33]([C:36](Cl)=[O:37])=[CH:32][CH:31]=2)[CH:27]=[N:26]1>ClCCl>[CH3:24][N:25]1[CH:29]=[C:28]([C:30]2[N:35]=[CH:34][C:33]([C:36]([N:7]3[C:8]4[CH:14]=[CH:13][CH:12]=[CH:11][C:9]=4[CH2:10][N:4]4[CH:3]=[CH:2][CH:1]=[C:5]4[CH2:6]3)=[O:37])=[CH:32][CH:31]=2)[CH:27]=[N:26]1. Procedure: A solution of 10,11-dihydro-5H-pyrrolo[2,1-c][1,4]benzodiazepine (0.37 g) and diisopropylethylamine (0.61 g) in dichloromethane (25 ml) was cooled to 0° C. and a solution of 6-(1-methyl-1H-pyrazol-4-yl)pyridine-3-carbonyl chloride in dichloromethane (25 ml) was added portionwise. After 18 hours at room temperature, the reaction mixture was washed with water and a saturated aqueous sodium bicarbonate solution. The dichloromethane solution was dried over anhydrous sodium sulfate and filtered throu... Reactants: ClC1=NC=C(C(=N1)NN1C=CC=C1)F (2-chloro-5-fluoro-N-(1H-pyrrol-1-yl)-4-pyrimidineamine), C(C)(C)OC1=CC=C(N)C=C1 (4-isopropoxyaniline). The product is FC=1C(=NC(=NC1)NC1=CC=C(C=C1)OC(C)C)NN1C=CC=C1 (5-fluoro-N2-(4-isopropoxyphenyl)-N4-(1H-pyrrol-1-yl)-2,4-pyrimidinediamine). Reaction SMILES: Cl[C:2]1[N:7]=[C:6]([NH:8][N:9]2[CH:13]=[CH:12][CH:11]=[CH:10]2)[C:5]([F:14])=[CH:4][N:3]=1.[CH:15]([O:18][C:19]1[CH:25]=[CH:24][C:22]([NH2:23])=[CH:21][CH:20]=1)([CH3:17])[CH3:16]>>[F:14][C:5]1[C:6]([NH:8][N:9]2[CH:13]=[CH:12][CH:11]=[CH:10]2)=[N:7][C:2]([NH:23][C:22]2[CH:21]=[CH:20][C:19]([O:18][CH:15]([CH3:17])[CH3:16])=[CH:25][CH:24]=2)=[N:3][CH:4]=1. Procedure: In like manner to the preparation of N4-(3,4-ethylenedioxyphenyl)-5-fluoro-N2-(3-hydroxyphenyl)-2,4-pyrimidinediamine, 2-chloro-5-fluoro-N-(1H-pyrrol-1-yl)-4-pyrimidineamine was reacted with 4-isopropoxyaniline to produce 5-fluoro-N2-(4-isopropoxyphenyl)-N4-(1H-pyrrol-1-yl)-2,4-pyrimidinediamine. 1H NMR (DMSO-d6): δ 10.69 (s, 1H), 9.03 (s, 1H), 8.06 (d, 1H, J=3.5 Hz), 7.30 (d, 2H, J=9.3 Hz), 6.82 (t, 2H, J=2.3 Hz), 6.58 (d, 2H, J=9.3 Hz), 6.11 (t, 2H, J=2.3 Hz), 4.41 (sept, 1H, J=5.8 Hz), 1.18 (... The reactants are CC(C)(C)C1CN(CCC2=C1C=CC(=C2)C(C/C(/C)=N/N(C)C(=O)OC(C)(C)C)=O)C(=O)[O-] (1,1-dimethylethyl-7-{(3E)-3-[{[(1,1-dimethylethyl)oxy]carbonyl}(methyl)hydrazono]butanoyl}-1,2,4,5-tetrahydro-3H-3-benzazepine-3-carboxylate), CC(C)(C)C1CN(CCC2=C1C=CC(=C2)C(C/C(/C)=N/N(C)C(=O)OC(C)(C)C)=O)C(=O)[O-] (1,1-dimethylethyl-7-{(3E)-3-[{[(1,1-dimethylethyl)oxy]carbonyl}(methyl)hydrazono]butanoyl}-1,2,4,5-tetrahydro-3H-3-benzazepine-3-carboxylate), FC(C(=O)O)(F)F (trifluoroacetic acid). Run in ClCCl (dichloromethane). The product is CN1N=C(C=C1C1=CC2=C(CCNCC2)C=C1)C (7-(1,3-dimethyl-1H-pyrazol-5-yl)-2,3,4,5-tetrahydro-1H-3-benzazepine). Isolated yield 98.8%. As a reaction SMILES: CC([CH:5]1[C:11]2[CH:12]=[CH:13][C:14]([C:16](=O)[CH2:17]/[C:18](=[N:20]/[N:21]([C:23](OC(C)(C)C)=O)C)/[CH3:19])=[CH:15][C:10]=2[CH2:9][CH2:8][N:7](C([O-])=O)[CH2:6]1)(C)C.FC(F)(F)C(O)=O>ClCCl>[CH3:23][N:21]1[C:16]([C:14]2[CH:13]=[CH:12][C:11]3[CH2:5][CH2:6][NH:7][CH2:8][CH2:9][C:10]=3[CH:15]=2)=[CH:17][C:18]([CH3:19])=[N:20]1. Procedure: A solution of 1,1-dimethylethyl-7-{(3E)-3-[{[(1,1 dimethylethyl)oxy]carbonyl}(methyl)hydrazono]butanoyl}-1,2,4,5-tetrahydro-3H-3-benzazepine-3-carboxylate (0.5 g) (intermediate 2) in dichloromethane (5 ml) was added dropwise to trifluoroacetic acid (10 ml) under vigorous stirring. After 1 h the reaction mixture was concentrated in vacuo and sodium hydroxide (1N) was added until pH ˜12, then the mixture was extracted twice with dichloromethane. The organic phase was dried with sodium sulphate and...